This data is from the Open Reaction Database (ORD), a public repository of structured organic reaction records. The task is: describe an organic reaction: reactants, conditions, products, and yield Starting materials: CCC(CC)CN, NCC1CCCCC1, O=C(O)c1ccc(CN2C(=O)C3(COc4cc5c(cc43)CCO5)c3ccccc32)cc1, O=C(O)c1cccc(CN2C(=O)C3(COc4cc5c(cc43)CCO5)c3ccccc32)c1. As a reaction SMILES: [CH2:1]([CH3:2])[CH:3]([CH2:4][NH2:5])[CH2:6][CH3:7].[CH:8]1([CH2:9][NH2:10])[CH2:11][CH2:12][CH2:13][CH2:14][CH2:15]1.[O:16]=[C:17]1[N:18]([CH2:37][c:38]2[cH:39][cH:40][c:41]([C:42](=[O:43])[OH:44])[cH:45][cH:46]2)[c:19]2[cH:20][cH:21][cH:22][cH:23][c:24]2[C:25]12[c:26]1[c:27]([cH:30][c:31]3[c:35]([cH:36]1)[CH2:34][CH2:33][O:32]3)[O:28][CH2:29]2.[O:47]=[C:48]1[C:49]2([CH2:50][O:51][c:52]3[cH:53][c:54]4[c:55]([cH:56][c:57]32)[CH2:58][CH2:59][O:60]4)[c:61]2[c:62]([cH:63][cH:64][cH:65][cH:66]2)[N:67]1[CH2:68][c:69]1[cH:70][c:71]([C:75]([OH:76])=[O:77])[cH:72][cH:73][cH:74]1>>[CH2:1]([CH3:2])[CH:3]([CH2:4][NH:5][C:42]([c:41]1[cH:40][cH:39][c:38]([CH2:37][N:18]2[C:17](=[O:16])[C:25]3([c:24]4[c:19]2[cH:20][cH:21][cH:22][cH:23]4)[c:26]2[c:27]([cH:30][c:31]4[c:35]([cH:36]2)[CH2:34][CH2:33][O:32]4)[O:28][CH2:29]3)[cH:46][cH:45]1)=[O:43])[CH2:6][CH3:7]. Yields the product CCC(CC)CNC(=O)c1ccc(CN2C(=O)C3(COc4cc5c(cc43)CCO5)c3ccccc32)cc1. Reactants: C=CCOc1c(OC)cc(C2SCC(c3cc(OC)c(OC)c(OC)c3)S2)cc1[N+](=O)[O-], CCO, [Ca+2], [Cl-], [Cl-], O, [Zn]. The product is C=CCOc1c(N)cc(C2SCC(c3cc(OC)c(OC)c(OC)c3)S2)cc1OC. As a reaction SMILES: [CH2:1]([CH:2]=[CH2:3])[O:4][c:5]1[c:6]([O:31][CH3:32])[cH:7][c:8]([CH:14]2[S:15][CH2:16][CH:17]([c:19]3[cH:20][c:21]([O:29][CH3:30])[c:22]([O:27][CH3:28])[c:23]([O:25][CH3:26])[cH:24]3)[S:18]2)[cH:9][c:10]1[N+:11]([O-:12])=[O:13].[CH3:36][CH2:37][OH:38].[Ca+2:35].[Cl-:33].[Cl-:34].[OH2:39].[Zn:40]>>[CH2:1]([CH:2]=[CH2:3])[O:4][c:5]1[c:6]([O:31][CH3:32])[cH:7][c:8]([CH:14]2[S:15][CH2:16][CH:17]([c:19]3[cH:20][c:21]([O:29][CH3:30])[c:22]([O:27][CH3:28])[c:23]([O:25][CH3:26])[cH:24]3)[S:18]2)[cH:9][c:10]1[NH2:11]. The reactants are COC=1C=C2C(=CN(C2=CC1)C)C1=CC2=C(N=CC=3N2C(=NC3)CNC(OCC3C2=CC=CC=C2C=2C=CC=CC32)=O)N1COCC[Si](C)(C)C ((9H-fluoren-9-yl)methyl (7-(5-methoxy-1-methyl-1H-indol-3-yl)-6-((2-(trimethylsilyl)ethoxy)methyl)-6H-imidazo[1,5-a]pyrrolo[2,3-e]pyrazin-1-yl)methylcarbamate), CCCC[N+](CCCC)(CCCC)CCCC.[F-] (TBAF), C(CN)N (ethylenediamine). The solvent is CN(C)C=O (DMF). Conditions: temperature 85 celsius. Product: COC=1C=C2C(=CN(C2=CC1)C)C1=CC2=C(N=CC=3N2C(=NC3)CN)N1 ((7-(5-Methoxy-1-methyl-1H-indol-3-yl)-6H-imidazo[1,5-a]pyrrolo[2,3-e]pyrazin-1-yl)methanamine). RXN SMILES: [CH3:1][O:2][C:3]1[CH:4]=[C:5]2[C:9](=[CH:10][CH:11]=1)[N:8]([CH3:12])[CH:7]=[C:6]2[C:13]1[N:43](COCC[Si](C)(C)C)[C:16]2[N:17]=[CH:18][C:19]3[N:20]([C:21]([CH2:24][NH:25]C(=O)OCC4C5C=CC=CC=5C5C4=CC=CC=5)=[N:22][CH:23]=3)[C:15]=2[CH:14]=1.CCCC[N+](CCCC)(CCCC)CCCC.[F-].C(N)CN>CN(C=O)C>[CH3:1][O:2][C:3]1[CH:4]=[C:5]2[C:9](=[CH:10][CH:11]=1)[N:8]([CH3:12])[CH:7]=[C:6]2[C:13]1[NH:43][C:16]2[N:17]=[CH:18][C:19]3[N:20]([C:21]([CH2:24][NH2:25])=[N:22][CH:23]=3)[C:15]=2[CH:14]=1 |f:1.2|. Procedure: To a round bottom flask was added (9H-fluoren-9-yl)methyl (7-(5-methoxy-1-methyl-1H-indol-3-yl)-6-((2-(trimethylsilyl)ethoxy)methyl)-6H-imidazo[1,5-a]pyrrolo[2,3-e]pyrazin-1-yl)methylcarbamate (0.300 g, 0.429 mmol, prepared using J.1 from Preparation #I.1 with 2-(((9H-fluoren-9-yl)methoxy)carbonylamino)acetic acid and L.1 with mercury(II) trifluoroacetate), DMF (10 mL), TBAF (1.0 M in THF, 1.72 mL, 1.72 mmol) and ethylenediamine (0.870 mL, 12.9 mmol). The mixture was heated to about 85° C. for a... Starting materials: OC1=C2C=CNC2=CC=C1 (4-hydroxyindole), [H-].[Na+] (sodium hydride), COC=1C=C(C=O)C=CC1 (3-methoxybenzaldehyde), C(#N)CC(=O)OCC (ethyl cyanoacetate), N1CCCCC1 (piperidine), C(C)OC(C(=CC1=CC(=CC=C1)OC)C#N)=O (3-(3-methoxy-phenyl)-2-cyano-acrylic acid ethyl ester). Run in C1(=CC=CC=C1)C (toluene), C1(=CC=CC=C1)C (toluene), C(C)O (ethanol). Reaction conditions: time 8 hour. Yields the product C(#N)C1C(OC2=C3C(C=CC2=C1C1=CC(=CC=C1)OC)=NC=C3)=O (3-Cyano-4-(3-methoxyphenyl)-2-oxo-2H-pyrrolo[2,3-h]chromene). Yield: 0.9%. As a reaction SMILES: COC1C=C(C=CC=1)C=O.C(CC(OCC)=O)#N.N1CCCCC1.[OH:25][C:26]1[CH:34]=[CH:33][CH:32]=[C:31]2[C:27]=1[CH:28]=[CH:29][NH:30]2.[H-].[Na+].C([O:39][C:40](=O)[C:41]([C:51]#[N:52])=[CH:42][C:43]1[CH:48]=[CH:47][CH:46]=[C:45]([O:49][CH3:50])[CH:44]=1)C>C(O)C.C1(C)C=CC=CC=1>[C:51]([CH:41]1[C:42]([C:43]2[CH:48]=[CH:47][CH:46]=[C:45]([O:49][CH3:50])[CH:44]=2)=[C:34]2[C:26](=[C:27]3[CH:28]=[CH:29][N:30]=[C:31]3[CH:32]=[CH:33]2)[O:25][C:40]1=[O:39])#[N:52] |f:4.5|. Procedure: To a solution of 3-methoxybenzaldehyde (2.0 g, 15.0 mmol) and ethyl cyanoacetate (1.56 mL, 15.0 mmol) in ethanol (10 mL) was added piperidine (0.73 ml, 7.5 mmol). The mixture was stirred at room temperature overnight. The solvent was evaporated and the crude oil was used for the next step. To a solution of 4-hydroxyindole (266.3 mg, 2 mmol) in toluene (5 mL) was added sodium hydride (100 mg, 2.5 mmol, 60%) and the mixture was stirred at room temperature for 0.5 h. To the mixture was added the 3-... Starting materials: O(C1=CC=CC=C1)CCN (2-Phenoxyethylamine), I.CC1NC(=NC2=CC=CC=C12)SC (4-methyl-2-methylsulfanyl-3,4-dihydro-quinazoline hydroiodide). The solvent is C(C)#N (acetonitrile). Reaction conditions: temperature 80 celsius. Product: I.CC1NC(=NC2=CC=CC=C12)NCCOC1=CC=CC=C1 ((4-Methyl-3,4-dihydro-quinazolin-2-yl)-(2-phenoxy-ethyl)-amine hydroiodide). The yield is 79.4%. RXN SMILES: [O:1]([CH2:8][CH2:9][NH2:10])[C:2]1[CH:7]=[CH:6][CH:5]=[CH:4][CH:3]=1.[IH:11].[CH3:12][CH:13]1[C:22]2[C:17](=[CH:18][CH:19]=[CH:20][CH:21]=2)[N:16]=[C:15](SC)[NH:14]1>C(#N)C>[IH:11].[CH3:12][CH:13]1[C:22]2[C:17](=[CH:18][CH:19]=[CH:20][CH:21]=2)[N:16]=[C:15]([NH:10][CH2:9][CH2:8][O:1][C:2]2[CH:7]=[CH:6][CH:5]=[CH:4][CH:3]=2)[NH:14]1 |f:1.2,4.5|. Reported procedure: 2-Phenoxyethylamine (26 mg, 0.19 mmol) was added to a solution of 4-methyl-2-methylsulfanyl-3,4-dihydro-quinazoline hydroiodide (50 mg, 0.16 mmol) in acetonitrile (1 ml), and the mixture was heated overnight (80° C.) in a screw-capped vial. The solvent was then evaporated and the mixture was suspended in diethyl ether. The title compound (52 mg, 62%) was obtained from this mixture by filtration.